Dataset: the Open Reaction Database (ORD), a public repository of structured organic reaction records. Task: describe an organic reaction: reactants, conditions, products, and yield The reactants are C(C(C)C)C=1C(=C(SC1)C#N)C (4-isobutyl-3-methyl-thiophene-2-carbonitrile), C(=O)(O)[O-].[Na+] (NaHCO3), Cl.NO (hydroxylamine hydrochloride). The solvent is CO (methanol). Reaction conditions: temperature 60 celsius, time 20 hour. Yields the product ONC(=N)C=1SC=C(C1C)CC(C)C (N-hydroxy-4-isobutyl-3-methyl-thiophene-2-carboxamidine). Isolated yield 120.8%. Reaction SMILES: [CH2:1]([C:5]1[C:6]([CH3:12])=[C:7]([C:10]#[N:11])[S:8][CH:9]=1)[CH:2]([CH3:4])[CH3:3].C([O-])(O)=O.[Na+].Cl.[NH2:19][OH:20]>CO>[OH:20][NH:19][C:10]([C:7]1[S:8][CH:9]=[C:5]([CH2:1][CH:2]([CH3:4])[CH3:3])[C:6]=1[CH3:12])=[NH:11] |f:1.2,3.4|. Reported procedure: To a solution of 4-isobutyl-3-methyl-thiophene-2-carbonitrile (2.10 g, 11.7 mmol) in methanol (50 mL), NaHCO3 (1.38 g, 16.4 mmol) followed by hydroxylamine hydrochloride (977 mg, 14.1 mmol) is added. The mixture is stirred at 60° C. for 20 h before it is filtered. The solvent of the filtrate is evaporated and the remaining residue is dried under HV go give N-hydroxy-4-isobutyl-3-methyl-thiophene-2-carboxamidine (3.0 g) as a yellow solid; LC-MS: tR=0.67 min.